Task: describe an organic reaction: reactants, conditions, products, and yield. Dataset: the Open Reaction Database (ORD), a public repository of structured organic reaction records Reactants: CCCCCCCCCCCC#Cc1cnccc1C=O, CCOC(=O)CC(=O)OCC, C1CCNCC1, O, O=C(O)c1ccccc1, c1ccccc1. The product is CCCCCCCCCCCC#Cc1cnccc1C=C(C(=O)OCC)C(=O)OCC. As a reaction SMILES: [C:1](#[C:2][CH2:3][CH2:4][CH2:5][CH2:6][CH2:7][CH2:8][CH2:9][CH2:10][CH2:11][CH2:12][CH3:13])[c:14]1[cH:15][n:16][cH:17][cH:18][c:19]1[CH:20]=[O:21].[C:22]([CH2:23][C:24](=[O:25])[O:26][CH2:27][CH3:28])(=[O:29])[O:30][CH2:31][CH3:32].[CH2:42]1[CH2:43][CH2:44][NH:45][CH2:46][CH2:47]1.[OH2:54].[OH:33][C:34]([c:35]1[cH:36][cH:37][cH:38][cH:39][cH:40]1)=[O:41].[cH:48]1[cH:49][cH:50][cH:51][cH:52][cH:53]1>>[C:1](#[C:2][CH2:3][CH2:4][CH2:5][CH2:6][CH2:7][CH2:8][CH2:9][CH2:10][CH2:11][CH2:12][CH3:13])[c:14]1[cH:15][n:16][cH:17][cH:18][c:19]1[CH:20]=[C:23]([C:22](=[O:29])[O:30][CH2:31][CH3:32])[C:24](=[O:25])[O:26][CH2:27][CH3:28].